Dataset: the Open Reaction Database (ORD), a public repository of structured organic reaction records. Task: describe an organic reaction: reactants, conditions, products, and yield Reactants: C(Cl)Cl (DCM), CC=1C(=C(C(=NC1C)O)[N+](=O)[O-])O (5,6-Dimethyl-3-nitro-pyridin-2,4-diol), 70C, P(=O)(Cl)(Cl)Cl (phosphorus oxychloride). The reagents and catalysts are [Cl-].C(C)[N+](CC)(CC)CC (tetraethylammonium chloride). Run in C(C)#N (acetonitrile). Product: ClC1=NC(=C(C(=C1[N+](=O)[O-])Cl)C)C (2,4-Dichloro-5,6-Dimethyl-3-nitro-pyridine). Isolated yield 75.0%. As a reaction SMILES: [CH3:1][C:2]1C(O)=[C:4]([N+:10]([O-:12])=[O:11])[C:5](O)=[N:6][C:7]=1[CH3:8].P(Cl)(Cl)([Cl:16])=O.[CH2:19]([Cl:21])Cl>C(#N)C.[Cl-].C([N+](CC)(CC)CC)C>[Cl:16][C:5]1[C:4]([N+:10]([O-:12])=[O:11])=[C:19]([Cl:21])[C:2]([CH3:1])=[C:7]([CH3:8])[N:6]=1 |f:4.5|. Procedure: 5,6-Dimethyl-3-nitro-pyridin-2,4-diol (3.9 g, 21 mmol) was dissolved in acetonitrile (150 mL) and firstly tetraethylammonium chloride (7.1 g, 42 mmol) and then phosphorus oxychloride (19.9 mL, 210 mmol) were added and the whole heated at 70C for 16 h. The reaction mixture was poured into crushed ice and extracted with DCM (2×30 mL). The combined extracts were dried over MgSO4, filtered and concentrated in vacuo to afford a brown solid. This solid was taken up in 2 mL DCM and filtered through a s... Reactants: COC(=O)CCN, O=Cc1ccc(NC(=O)c2cc(N(CC3CC3)C3CCCCC3)ncn2)cc1, Cl. As a reaction SMILES: [CH3:30][O:31][C:32]([CH2:33][CH2:34][NH2:35])=[O:36].[CH:1]1([N:7]([c:8]2[cH:9][c:10]([C:14](=[O:15])[NH:16][c:17]3[cH:18][cH:19][c:20]([CH:23]=[O:24])[cH:21][cH:22]3)[n:11][cH:12][n:13]2)[CH2:25][CH:26]2[CH2:27][CH2:28]2)[CH2:2][CH2:3][CH2:4][CH2:5][CH2:6]1.[ClH:29]>>[CH:1]1([N:7]([c:8]2[cH:9][c:10]([C:14](=[O:15])[NH:16][c:17]3[cH:18][cH:19][c:20]([CH2:23][NH:35][CH2:34][CH2:33][C:32]([O:31][CH3:30])=[O:36])[cH:21][cH:22]3)[n:11][cH:12][n:13]2)[CH2:25][CH:26]2[CH2:27][CH2:28]2)[CH2:2][CH2:3][CH2:4][CH2:5][CH2:6]1. Product: COC(=O)CCNCc1ccc(NC(=O)c2cc(N(CC3CC3)C3CCCCC3)ncn2)cc1.